Dataset: the Open Reaction Database (ORD), a public repository of structured organic reaction records. Task: describe an organic reaction: reactants, conditions, products, and yield Procedure: Potassium hydroxide (1.0 g) was added to a solution of estrone (1.350 g, 2.0 mmol) and 3,4,5-trimethoxybenzaldehyde (1.00 g, 5.10 mmol) in ethanol (50 ml) at room temperature. The resulting dark brown solution was stirred at this temperature for 4 h, then glacial acetic acid (ca. 2.5 ml) was added with stirring. The colour changed to yellow and a white solid precipitated. The solid was filtered off and washed with water (50 ml), ethanol (20 ml), diethyl ether (50 ml) and hexane and recrystallise... Product: OC=1C=CC=2C3CCC4(C(C(CC4C3CCC2C1)=CC1=CC(=C(C(=C1)OC)OC)OC)=O)C (3-Hydroxy-13-methyl-16-(3,4,5-trimethoxy-benzylidene)-6,7,8,9,11,12,13,14,15,16-decahydro-cyclopenta[a]phenanthren-17-one). As a reaction SMILES: [OH-].[K+].[CH3:3][C@@:4]12[C:20](=[O:21])[CH2:19][CH2:18][C@H:17]1[C@H:16]1[C@@H:7]([C:8]3[CH:9]=[CH:10][C:11]([OH:22])=[CH:12][C:13]=3[CH2:14][CH2:15]1)[CH2:6][CH2:5]2.[CH3:23][O:24][C:25]1[CH:26]=[C:27]([CH:30]=[C:31]([O:35][CH3:36])[C:32]=1[O:33][CH3:34])[CH:28]=O.C(O)(=O)C>C(O)C>[OH:22][C:11]1[CH:10]=[CH:9][C:8]2[CH:7]3[CH:16]([CH2:15][CH2:14][C:13]=2[CH:12]=1)[CH:17]1[C:4]([CH3:3])([C:20](=[O:21])[C:19](=[CH:28][C:27]2[CH:30]=[C:31]([O:35][CH3:36])[C:32]([O:33][CH3:34])=[C:25]([O:24][CH3:23])[CH:26]=2)[CH2:18]1)[CH2:5][CH2:6]3 |f:0.1|. Run in C(C)O (ethanol). Run at time 4 hour. Starting materials: C(C)(=O)O (acetic acid), [OH-].[K+] (Potassium hydroxide), C[C@]12CC[C@@H]3C=4C=CC(=CC4CC[C@H]3[C@@H]1CCC2=O)O (estrone), COC=1C=C(C=O)C=C(C1OC)OC (3,4,5-trimethoxybenzaldehyde).